Dataset: the Open Reaction Database (ORD), a public repository of structured organic reaction records. Task: describe an organic reaction: reactants, conditions, products, and yield The reactants are Cc1ccccc1, CC1(C)Cc2cccc(Oc3c(Cl)cc([N+](=O)[O-])cc3Cl)c2O1. Reaction SMILES: [CH3:24][c:25]1[cH:26][cH:27][cH:28][cH:29][cH:30]1.[Cl:1][c:2]1[cH:3][c:4]([N+:21]([O-:22])=[O:23])[cH:5][c:6]([Cl:20])[c:7]1[O:8][c:9]1[cH:10][cH:11][cH:12][c:13]2[c:17]1[O:16][C:15]([CH3:18])([CH3:19])[CH2:14]2>>[Cl:1][c:2]1[cH:3][c:4]([NH2:21])[cH:5][c:6]([Cl:20])[c:7]1[O:8][c:9]1[cH:10][cH:11][cH:12][c:13]2[c:17]1[O:16][C:15]([CH3:18])([CH3:19])[CH2:14]2. Product: CC1(C)Cc2cccc(Oc3c(Cl)cc(N)cc3Cl)c2O1. Starting materials: N(=C=O)CCC(=O)Cl (3-isocyanatopropanoic acid chloride), C[Si](OC1=CC=C(C=C1)C1=CC=C(C=C1)O[Si](C)(C)C)(C)C (4,4'-bis(trimethylsiloxy)biphenyl). Product: N(=C=O)CCC(=O)OC1=CC=C(C=C1)C1=CC=C(C=C1)OC(CCN=C=O)=O (4,4'-bis(3-isocyanatopropanoyloxy)biphenyl). As a reaction SMILES: [N:1]([CH2:4][CH2:5][C:6](Cl)=[O:7])=[C:2]=[O:3].C[Si](C)(C)[O:11][C:12]1[CH:17]=[CH:16][C:15]([C:18]2[CH:23]=[CH:22][C:21]([O:24][Si](C)(C)C)=[CH:20][CH:19]=2)=[CH:14][CH:13]=1>>[N:1]([CH2:4][CH2:5][C:6]([O:11][C:12]1[CH:17]=[CH:16][C:15]([C:18]2[CH:23]=[CH:22][C:21]([O:24][C:6](=[O:7])[CH2:5][CH2:4][N:1]=[C:2]=[O:3])=[CH:20][CH:19]=2)=[CH:14][CH:13]=1)=[O:7])=[C:2]=[O:3]. Procedure details: From 35 g (0.26 mol) of 3-isocyanatopropanoic acid chloride and 30 g (0.09 mol) of 4,4'-bis(trimethylsiloxy)biphenyl. Yield: 39.4%. Conditions: time 8 hour. Procedure: A stirred solution of 3-methyl-4-oxo-5-(2-piperidin-1-yl-ethyl)-4,5,6,7-tetrahydro-1H-pyrrolo[3,2-c]pyridine-2-carbaldehyde (52 mg, 0.18 mmol), 5-fluoro-1,3-dihydro-indol-2-one (25 mg, 0.4 mmol) in 0.4 ml of ethanol was added dropwise with anhydrous piperidine (0.04 ml). The mixture was stirred at room temperature overnight. The precipitate was filtered under reduced pressure. The resulting solid was washed with anhydrous ethanol (0.2 ml×5), purified by silica gel column chromatography with dich... Starting materials: CC1=C(NC2=C1C(N(CC2)CCN2CCCCC2)=O)C=O (3-methyl-4-oxo-5-(2-piperidin-1-yl-ethyl)-4,5,6,7-tetrahydro-1H-pyrrolo[3,2-c]pyridine-2-carbaldehyde), FC=1C=C2CC(NC2=CC1)=O (5-fluoro-1,3-dihydro-indol-2-one), N1CCCCC1 (piperidine). Solvent: C(C)O (ethanol). Yields the product FC=1C=C2C(C(NC2=CC1)=O)=CC1=C(C=2C(N(CCC2N1)CCN1CCCCC1)=O)C (2-(5-fluoro-2-oxo-1,2-dihydro-indol-3-ylidenemethyl)-3-methyl-5-(2-piperidin-1-yl-ethyl)-1,5,6,7-tetrahydro-pyrrolo[3,2-c]pyridin-4-one). As a reaction SMILES: [CH3:1][C:2]1[C:6]2[C:7](=[O:19])[N:8]([CH2:11][CH2:12][N:13]3[CH2:18][CH2:17][CH2:16][CH2:15][CH2:14]3)[CH2:9][CH2:10][C:5]=2[NH:4][C:3]=1[CH:20]=O.[F:22][C:23]1[CH:24]=[C:25]2[C:29](=[CH:30][CH:31]=1)[NH:28][C:27](=[O:32])[CH2:26]2.N1CCCCC1>C(O)C>[F:22][C:23]1[CH:24]=[C:25]2[C:29](=[CH:30][CH:31]=1)[NH:28][C:27](=[O:32])[C:26]2=[CH:20][C:3]1[NH:4][C:5]2[CH2:10][CH2:9][N:8]([CH2:11][CH2:12][N:13]3[CH2:14][CH2:15][CH2:16][CH2:17][CH2:18]3)[C:7](=[O:19])[C:6]=2[C:2]=1[CH3:1]. Starting materials: C(CCCC)(=O)Cl (Pentanoyl chloride), [Cl-].[Al+3].[Cl-].[Cl-] (aluminum chloride), BrC1=CC=CC=C1 (bromobenzene), Cl (hydrochloric acid). Reaction conditions: temperature 0 celsius, time 1 hour. The product is C(CCCC)(=O)C1=CC=C(C=C1)Br (4-Pentanoyl-bromobenzene). As a reaction SMILES: [C:1](Cl)(=[O:6])[CH2:2][CH2:3][CH2:4][CH3:5].[Cl-].[Al+3].[Cl-].[Cl-].Cl.[Br:13][C:14]1[CH:19]=[CH:18][CH:17]=[CH:16][CH:15]=1>>[C:1]([C:17]1[CH:18]=[CH:19][C:14]([Br:13])=[CH:15][CH:16]=1)(=[O:6])[CH2:2][CH2:3][CH2:4][CH3:5] |f:1.2.3.4|. Procedure details: Pentanoyl chloride (50 g) is added dropwise to a stirred, cooled 0° C.) mixture of bromobenzene (150 ml) and aluminum chloride (0.2 g). The mixture is stirred at 0° C. for 1 h, heated at 80° C. for 2 h, cooled and poured into 18% hydrochloric acid. The product is extracted into CHCl3 twice, the combined organic extracts are washed with water and steam distilled to remove chloroform and the excess of bromobenzene. The product is extracted into chloroform twice, the combined organic phases are was... Reactants: [NH4+].[Cl-] (NH4Cl), C(C)(C)(C)OC(N(C(=O)OC(C)(C)C)C=1C(S(C[C@@](N1)(C)C1=C(C=CC(=C1)[N+](=O)[O-])CCCI)(=O)=O)(C)C)=O ((R)-tert-butyl-N-(5-(2-(3-iodopropyl)-5-nitrophenyl)-2,2,5-trimethyl-1,1-dioxido-5,6-dihydro-2H-1,4-thiazin-3-yl)-N-tert-butoxycarbonyl-carbamate), C(C)#N.C(=O)=O (acetonitrile dry ice), C[Si](C)(C)[N-][Si](C)(C)C.[Li+] (lithium bis(trimethylsilyl)amide). Run in C1CCOC1 (THF). Reaction conditions: temperature -78 celsius, time 20 minute. Yields the product C(C)(C)(C)OC(N(C(=O)OC(C)(C)C)C1=N[C@]2([C@@H](S(C1(C)C)(=O)=O)CCCC1=C2C=C(C=C1)[N+](=O)[O-])C)=O (tert-butyl-N-((4aS,11bR)-10-nitro-3,3,11b-trimethyl-4,4-dioxido-3,4a,5,6,7,11b-hexahydrobenzo[3,4]cyclohepta[1,2-b][1,4]thiazin-2-yl)-N-tert-butoxycarbonyl-carbamate). The yield is 75.1%. Reaction SMILES: [C:1]([O:5][C:6](=[O:39])[N:7]([C:15]1[C:16]([CH3:38])([CH3:37])[S:17](=[O:36])(=[O:35])[CH2:18][C@:19]([C:22]2[CH:27]=[C:26]([N+:28]([O-:30])=[O:29])[CH:25]=[CH:24][C:23]=2[CH2:31][CH2:32][CH2:33]I)([CH3:21])[N:20]=1)[C:8]([O:10][C:11]([CH3:14])([CH3:13])[CH3:12])=[O:9])([CH3:4])([CH3:3])[CH3:2].C[Si]([N-][Si](C)(C)C)(C)C.[Li+].C(#N)C.C(=O)=O.[NH4+].[Cl-]>C1COCC1>[C:1]([O:5][C:6](=[O:39])[N:7]([C:15]1[C:16]([CH3:38])([CH3:37])[S:17](=[O:36])(=[O:35])[C@H:18]2[CH2:33][CH2:32][CH2:31][C:23]3[CH:24]=[CH:25][C:26]([N+:28]([O-:30])=[O:29])=[CH:27][C:22]=3[C@@:19]2([CH3:21])[N:20]=1)[C:8]([O:10][C:11]([CH3:14])([CH3:13])[CH3:12])=[O:9])([CH3:4])([CH3:3])[CH3:2] |f:1.2,3.4,5.6|. Procedure details: A solution of (R)-tert-butyl-N-(5-(2-(3-iodopropyl)-5-nitrophenyl)-2,2,5-trimethyl-1,1-dioxido-5,6-dihydro-2H-1,4-thiazin-3-yl)-N-tert-butoxycarbonyl-carbamate (172 mg, 0.253 mmol) in THF (2.5 ml) was cooled down to −78° C. and lithium bis(trimethylsilyl)amide (1M solution in THF) (0.40 ml, 0.40 mmol) was added dropwise. The bright yellow mixture was stirred at −78° C. for 20 min, then transferred to −45° C. bath (acetonitrile-dry ice) and stirred for extra 5 min. Saturated NH4Cl (2 ml) solution... The reactants are O=Cc1cc(Oc2ccccc2)ccc1OCc1ccccc1, CO, OO, O=S(=O)(O)O. Yields the product Oc1cc(Oc2ccccc2)ccc1OCc1ccccc1. RXN SMILES: [CH2:1]([c:2]1[cH:3][cH:4][cH:5][cH:6][cH:7]1)[O:8][c:9]1[c:10]([CH:11]=[O:12])[cH:13][c:14]([O:17][c:18]2[cH:19][cH:20][cH:21][cH:22][cH:23]2)[cH:15][cH:16]1.[CH3:31][OH:32].[OH:24][OH:25].[S:26]([OH:27])(=[O:28])(=[O:29])[OH:30]>>[CH2:1]([c:2]1[cH:3][cH:4][cH:5][cH:6][cH:7]1)[O:8][c:9]1[c:10]([OH:27])[cH:13][c:14]([O:17][c:18]2[cH:19][cH:20][cH:21][cH:22][cH:23]2)[cH:15][cH:16]1. Starting materials: BrC=1C=C2C=CNC2=CC1 (5-bromoindole), 1-phenylacetyl-1H-1,2,3-benzotriazole, C(Cl)Cl (methylene chloride), C(Cl)Cl (methylene chloride), CO (methanol). The reagents and catalysts are [Ti](Cl)(Cl)(Cl)Cl (titanium(IV) chloride). The solvent is O (water). The product is BrC=1C=C2C(=CNC2=CC1)C(CC1=CC=CC=C1)=O (5-bromo-3-phenylacetyl-1H-indole). Reaction SMILES: [Br:1][C:2]1[CH:3]=[C:4]2[C:8](=[CH:9][CH:10]=1)[NH:7][CH:6]=[CH:5]2.C(Cl)Cl.[CH3:14][OH:15]>[Ti](Cl)(Cl)(Cl)Cl.O>[Br:1][C:2]1[CH:3]=[C:4]2[C:8](=[CH:9][CH:10]=1)[NH:7][CH:6]=[C:5]2[C:14](=[O:15])[CH2:5][C:4]1[CH:8]=[CH:9][CH:10]=[CH:2][CH:3]=1. Reported procedure: To 5-bromoindole (160 g), 1-phenylacetyl-1H-1,2,3-benzotriazole (193.62 g) and methylene chloride (2120 ml) were added, the mixture was stirred under ice cooling while adding a solution of titanium(IV) chloride (179 ml) in a methylene chloride solution (450 ml) and the mixture was stirred at room temperature for 1.5 hours. To the reaction solution, methanol (220 ml) and water (1126 ml) were added, the mixture was stirred at room temperature for 21 hours and in an ice water bath for 3 hours, then... The reactants are N1=CC(=CC=C1)C(C)=O (1-(3-pyridyl)ethanone), [H-].[Na+] (sodium hydride), C(C)(=O)OC (methyl acetate). Run in CN(C)C=O (DMF). Run at time 10 minute. The product is N1=CC(=CC=C1)C(CC(C)=O)=O (1-(3-pyridyl)butane-1,3-dione). The yield is 38.1%. As a reaction SMILES: [N:1]1[CH:6]=[CH:5][CH:4]=[C:3]([C:7](=[O:9])[CH3:8])[CH:2]=1.[H-].[Na+].[C:12](OC)(=[O:14])[CH3:13]>CN(C=O)C>[N:1]1[CH:6]=[CH:5][CH:4]=[C:3]([C:7](=[O:9])[CH2:8][C:12](=[O:14])[CH3:13])[CH:2]=1 |f:1.2|. Procedure details: To a solution of 1-(3-pyridyl)ethanone (15.0 g, 124 mmol) in DMF (100 mL) at 0° C. was added sodium hydride (5.9 g, 149 mmol). The reaction mixture was then stirred at room temperature for 10 minutes. After cooling to 0° C., methyl acetate (11.8 mL, 149 mmol) was slowly added dropwise. The reaction mixture was allowed to slowly warm to room temperature and stirred overnight. The reaction mixture was quenched with the addition of saturated ammonium chloride (100 mL) and acidified to pH 5 with the... The reactants are CCc1cc(O)c(F)c(C(Nc2ccc(C#N)cc2)c2nc(-c3ccccc3C(N)=O)cn2C(c2ccccc2)(c2ccccc2)c2ccccc2)c1, C1CCOC1, OC1CCOC1, c1ccc(P(c2ccccc2)c2ccccc2)cc1. Product: CCc1cc(OC2CCOC2)c(F)c(C(Nc2ccc(C#N)cc2)c2nc(-c3ccccc3C(N)=O)cn2C(c2ccccc2)(c2ccccc2)c2ccccc2)c1. Reaction SMILES: [C:20](#[N:21])[c:22]1[cH:23][cH:24][c:25]([NH:28][CH:29]([c:30]2[n:31]([C:44]([c:45]3[cH:46][cH:47][cH:48][cH:49][cH:50]3)([c:51]3[cH:52][cH:53][cH:54][cH:55][cH:56]3)[c:57]3[cH:58][cH:59][cH:60][cH:61][cH:62]3)[cH:32][c:33](-[c:35]3[c:36]([C:37](=[O:38])[NH2:39])[cH:40][cH:41][cH:42][cH:43]3)[n:34]2)[c:63]2[c:64]([F:72])[c:65]([OH:71])[cH:66][c:67]([CH2:69][CH3:70])[cH:68]2)[cH:26][cH:27]1.[CH2:79]1[O:80][CH2:81][CH2:82][CH2:83]1.[OH:73][CH:74]1[CH2:75][O:76][CH2:77][CH2:78]1.[c:1]1([P:2]([c:3]2[cH:4][cH:5][cH:6][cH:7][cH:8]2)[c:9]2[cH:10][cH:11][cH:12][cH:13][cH:14]2)[cH:15][cH:16][cH:17][cH:18][cH:19]1>>[C:20](#[N:21])[c:22]1[cH:23][cH:24][c:25]([NH:28][CH:29]([c:30]2[n:31]([C:44]([c:45]3[cH:46][cH:47][cH:48][cH:49][cH:50]3)([c:51]3[cH:52][cH:53][cH:54][cH:55][cH:56]3)[c:57]3[cH:58][cH:59][cH:60][cH:61][cH:62]3)[cH:32][c:33](-[c:35]3[c:36]([C:37](=[O:38])[NH2:39])[cH:40][cH:41][cH:42][cH:43]3)[n:34]2)[c:63]2[c:64]([F:72])[c:65]([O:71][CH:74]3[CH2:75][O:76][CH2:77][CH2:78]3)[cH:66][c:67]([CH2:69][CH3:70])[cH:68]2)[cH:26][cH:27]1. Reactants: C(C1=CC=CC=C1)(=O)O[C@H]1C[C@@H]2N(C([C@H](CCCCCC(C[C@H]3[C@](NC2=O)(C3)C(=O)OCC)(F)F)NC(=O)OC(C)(C)C)=O)C1 ((2S,6S,13aS,14aR,16aS)-ethyl 2-(benzoyloxy)-6-(tert-butoxycarbonylamino)-12,12-difluoro-5,16-dioxooctadecahydrocyclopropa[e]pyrrolo[1,2-a][1,4]diazacyclopentadecine-14a-carboxylate), [OH-].[K+] (KOH). Run in C(C)O (ethanol). Run at temperature 0 celsius, time 50 minute. The product is C(C)(C)(C)OC(=O)N[C@H]1CCCCCC(C[C@H]2[C@](NC([C@H]3N(C1=O)C[C@H](C3)O)=O)(C2)C(=O)OCC)(F)F ((2S,6S,13aS,14aR,16aS)-ethyl 6-(tert-butoxycarbonylamino)-12,12-difluoro-2-hydroxy-5,16-dioxooctadecahydrocyclopropa[e]pyrrolo [1,2-a][1,4]diazacyclopentadecine-14a-carboxylate). Yield: 115.3%. Reaction SMILES: C([O:9][C@@H:10]1[CH2:45][N:13]2[C:14](=[O:44])[C@@H:15]([NH:36][C:37]([O:39][C:40]([CH3:43])([CH3:42])[CH3:41])=[O:38])[CH2:16][CH2:17][CH2:18][CH2:19][CH2:20][C:21]([F:35])([F:34])[CH2:22][C@@H:23]3[CH2:28][C@@:24]3([C:29]([O:31][CH2:32][CH3:33])=[O:30])[NH:25][C:26](=[O:27])[C@@H:12]2[CH2:11]1)(=O)C1C=CC=CC=1.[OH-].[K+]>C(O)C>[C:40]([O:39][C:37]([NH:36][C@@H:15]1[C:14](=[O:44])[N:13]2[CH2:45][C@@H:10]([OH:9])[CH2:11][C@H:12]2[C:26](=[O:27])[NH:25][C@:24]2([C:29]([O:31][CH2:32][CH3:33])=[O:30])[CH2:28][C@H:23]2[CH2:22][C:21]([F:34])([F:35])[CH2:20][CH2:19][CH2:18][CH2:17][CH2:16]1)=[O:38])([CH3:42])([CH3:41])[CH3:43] |f:1.2|. Procedure details: To a solution of (2S,6S,13aS,14aR,16aS)-ethyl 2-(benzoyloxy)-6-(tert-butoxycarbonylamino)-12,12-difluoro-5,16-dioxooctadecahydrocyclopropa[e]pyrrolo[1,2-a][1,4]diazacyclopentadecine-14a-carboxylate (Example 1d, 94.75 mg, 0.149 mmol) in ethanol (0.414 ml) at 0° C. was added dropwise a solution of KOH (0.25 ml, 0.250 mmol, 1 N in ethanol). The solution was stirred at 0° C. for 50 min and LC/MS showed completion. The reaction mixture was quenched by dropwise addition of HCl (1 N in dioxane/ethyl ac...